This data is from the Open Reaction Database (ORD), a public repository of structured organic reaction records. The task is: describe an organic reaction: reactants, conditions, products, and yield Reactants: C(C)(C)(C)OC(=O)N1CCN(CC1)C1CCN(CC1)C(NC(C)C)=O (4-(1-isopropylcarbamoyl-piperidin-4-yl)-piperazine-1-carboxylic acid tert-butyl ester), FC(C(=O)O)(F)F (trifluoroacetic acid). Product: FC(C(=O)O)(F)F.C(C)(C)NC(=O)N1CCC(CC1)N1CCNCC1 (4-piperazin-1-yl-piperidine-1-carboxylic acid isopropylamide trifluoroacetate). Reaction SMILES: C(OC([N:8]1[CH2:13][CH2:12][N:11]([CH:14]2[CH2:19][CH2:18][N:17]([C:20](=[O:25])[NH:21][CH:22]([CH3:24])[CH3:23])[CH2:16][CH2:15]2)[CH2:10][CH2:9]1)=O)(C)(C)C.[F:26][C:27]([F:32])([F:31])[C:28]([OH:30])=[O:29]>>[F:26][C:27]([F:32])([F:31])[C:28]([OH:30])=[O:29].[CH:22]([NH:21][C:20]([N:17]1[CH2:18][CH2:19][CH:14]([N:11]2[CH2:12][CH2:13][NH:8][CH2:9][CH2:10]2)[CH2:15][CH2:16]1)=[O:25])([CH3:24])[CH3:23] |f:2.3|. Procedure details: In a manner analogous to the method described in example 27, 4-(1-isopropylcarbamoyl-piperidin-4-yl)-piperazine-1-carboxylic acid tert-butyl ester was treated with trifluoroacetic acid to give 4-piperazin-1-yl-piperidine-1-carboxylic acid isopropylamide trifluoroacetate as a yellow solid. LR-MS: 255 [(M+H)+] The reactants are ClC1=C(C=C(C(=O)Cl)C=C1)NC(=O)C=1C=C2C=CC=NC2=CC1 (4-chloro-3-(6-quinolylcarbonylamino)benzoyl chloride), Cl.Cl.CN(C=1C=C(N)C=CC1)C (3-dimethylaminoaniline dihydrochloride). Yields the product ClC1=C(C=C(C(=O)NC2=CC(=CC=C2)N(C)C)C=C1)NC(=O)C=1C=C2C=CC=NC2=CC1 (4-chloro-N-(3-dimethylaminophenyl)-3-(6-quinolylcarbonylamino)benzamide). As a reaction SMILES: [Cl:1][C:2]1[CH:10]=[CH:9][C:5]([C:6](Cl)=[O:7])=[CH:4][C:3]=1[NH:11][C:12]([C:14]1[CH:15]=[C:16]2[C:21](=[CH:22][CH:23]=1)[N:20]=[CH:19][CH:18]=[CH:17]2)=[O:13].Cl.Cl.[CH3:26][N:27]([CH3:35])[C:28]1[CH:29]=[C:30]([CH:32]=[CH:33][CH:34]=1)[NH2:31]>>[Cl:1][C:2]1[CH:10]=[CH:9][C:5]([C:6]([NH:31][C:30]2[CH:32]=[CH:33][CH:34]=[C:28]([N:27]([CH3:35])[CH3:26])[CH:29]=2)=[O:7])=[CH:4][C:3]=1[NH:11][C:12]([C:14]1[CH:15]=[C:16]2[C:21](=[CH:22][CH:23]=1)[N:20]=[CH:19][CH:18]=[CH:17]2)=[O:13] |f:1.2.3|. Procedure details: Using an analogous procedure to that described in Example 1, 4-chloro-3-(6-quinolylcarbonylamino)benzoyl chloride was reacted with 3-dimethylaminoaniline dihydrochloride to give the title compound; NMR Spectrum: (DMSOd6) 3.04 (s, 6H), 6.5 (d, 1H), 7.08-7.20(m, 3H), 7.61-7.64 (m, 1H), 7.74 (d, 1H), 7.92 (d, 1H) 8.1-8.2 (m, 2H), 7.31 (d, 1H), 8.58 (d, 1H), 8.72 (s, 1H), 9.02 (s, 1H) 10.13 (s, 1H), 10.5 (s, 1H); Mass Spectrum: Mass Spectrum: M+H+ 445 and 447. Reactants: OC(C)(C)C1C(C(CC1)C)O (2-(1-hydroxyisopropyl)-5-methyl-cyclopentanol), ClCCl (dichloromethane), [Cr](=O)(=O)([O-])Cl.[NH+]1=CC=CC=C1 (pyridinium chlorochromate). The solvent is C(C)OCC (diethylether). Run at time 5 hour. Yields the product OC(C)(C)C1C(C(CC1)C)=O (2-(1-hydroxyisopropyl)-5-methyl-cyclopentanone). Yield: 84.6%. Reaction SMILES: [OH:1][C:2]([CH:5]1[CH2:9][CH2:8][CH:7]([CH3:10])[CH:6]1[OH:11])([CH3:4])[CH3:3].ClCCl.[Cr](Cl)([O-])(=O)=O.[NH+]1C=CC=CC=1>C(OCC)C>[OH:1][C:2]([CH:5]1[CH2:9][CH2:8][CH:7]([CH3:10])[C:6]1=[O:11])([CH3:4])[CH3:3] |f:2.3|. Procedure: 7.9 g of 2-(1-hydroxyisopropyl)-5-methyl-cyclopentanol was added dropwise to 100 ml of a dichloromethane suspension containing 16.2 g pyridinium chlorochromate and the mixture was stirred for 5 hours at room temperature. The reaction solution was admixed with diethylether and stirred. Then, the chromate was filtered out and the filtrate was condensed under a vacuum. The residue was purified by means of silica gel column chromatography (eluent: hexane/ethylacetate=7/3) and 6.6 g of 2-(1-hydroxyis... Reactants: C(C)(=O)O[BH-](OC(C)=O)OC(C)=O.[Na+] (sodium triacetoxyborohydride), N1CCCC1 (Pyrrolidine), intermediate 20, OC1=CC(=C(C=O)C(=C1)F)F (4-hydroxy-2,6-difluorobenzaldehyde), Cl (HCl). Run in ClCCl (dichloromethane), O (Water). Yields the product FC=1C=C(C=C(C1CN1CCCC1)F)O (3,5-Difluoro-4-(pyrrolidin-1-ylmethyl)phenol). The yield is 19.6%. As a reaction SMILES: [NH:1]1[CH2:5][CH2:4][CH2:3][CH2:2]1.[OH:6][C:7]1[CH:14]=[C:13]([F:15])[C:10]([CH:11]=O)=[C:9]([F:16])[CH:8]=1.C(O[BH-](OC(=O)C)OC(=O)C)(=O)C.[Na+].Cl>ClCCl.O>[F:15][C:13]1[CH:14]=[C:7]([OH:6])[CH:8]=[C:9]([F:16])[C:10]=1[CH2:11][N:1]1[CH2:5][CH2:4][CH2:3][CH2:2]1 |f:2.3|. Procedure details: Pyrrolidine (6.6 mL, 80 mmol) was added to a solution of intermediate 20, 4-hydroxy-2,6-difluorobenzaldehyde (9.7 g, 61.3 mmol) in dichloromethane (100 mL). The reaction mixture was cooled on ice bath, and sodium triacetoxyborohydride (19.5 g, 925 mmol) was added in portions under stirring. The reaction mixture was intensively stirred for 24 h at RT. Water (100 mL) and concentrated HCl were added to attain pH˜2. The organic layer was separated. The aqueous one was extracted with CH2Cl2 (2×100 mL... Starting materials: TEA, C=1C=CC2=C(C1)N=NN2O (HOBT), C(C)[C@@H](C1=CC=CC=C1)NC(=O)C1=C(C(=NC2=CC=CC=C12)C1=CC=CC=C1)OCCN ((S)-N-(α-ethylbenzyl)-3-(2-aminoethoxy)-2-phenylquinoline-4-carboxamide), Cl.N1=CC=C(C=C1)CC(=O)O (4-pyridylacetic acid hydrochloride), C1CCC(CC1)N=C=NC2CCCCC2 (DCC), O(C(C)C)C(C)C (i-Pr2O). The solvent is C(Cl)Cl (CH2Cl2), C(Cl)Cl (CH2Cl2). Conditions: temperature 0 celsius, time 8 hour. Yields the product C(C)[C@@H](C1=CC=CC=C1)NC(=O)C1=C(C(=NC2=CC=CC=C12)C1=CC=CC=C1)OCCNC(CC1=CC=NC=C1)=O ((S)-N-(a-ethylbenzyl)-3-[2-(4-pyridylacetyl)aminoethoxy]-2-phenylquinoline-4-carboxamide). Isolated yield 65.0%. As a reaction SMILES: Cl.[N:2]1[CH:7]=[CH:6][C:5]([CH2:8][C:9]([OH:11])=O)=[CH:4][CH:3]=1.C1C=CC2N(O)N=NC=2C=1.[CH2:22]([C@H:24]([NH:31][C:32]([C:34]1[C:43]2[C:38](=[CH:39][CH:40]=[CH:41][CH:42]=2)[N:37]=[C:36]([C:44]2[CH:49]=[CH:48][CH:47]=[CH:46][CH:45]=2)[C:35]=1[O:50][CH2:51][CH2:52][NH2:53])=[O:33])[C:25]1[CH:30]=[CH:29][CH:28]=[CH:27][CH:26]=1)[CH3:23].C1CCC(N=C=NC2CCCCC2)CC1.O(C(C)C)C(C)C>C(Cl)Cl>[CH2:22]([C@H:24]([NH:31][C:32]([C:34]1[C:43]2[C:38](=[CH:39][CH:40]=[CH:41][CH:42]=2)[N:37]=[C:36]([C:44]2[CH:45]=[CH:46][CH:47]=[CH:48][CH:49]=2)[C:35]=1[O:50][CH2:51][CH2:52][NH:53][C:9](=[O:11])[CH2:8][C:5]1[CH:4]=[CH:3][N:2]=[CH:7][CH:6]=1)=[O:33])[C:25]1[CH:30]=[CH:29][CH:28]=[CH:27][CH:26]=1)[CH3:23] |f:0.1|. Procedure details: 0.41 g (2.4 mmol) of 4-pyridylacetic acid hydrochloride were suspended in 80 ml of CH2Cl2; the suspension was cooled to 0° C. and 0.33 ml (2.4 mmol) of TEA, 0.64 g (4.7 mmol) of HOBT and 1.0 g (2.4 mmol) of (S)-N-(α-ethylbenzyl)-3-(2-aminoethoxy)-2-phenylquinoline-4-carboxamide (compound of Description 4) were added. 0.58 g (2.8 mmol) of DCC, dissolved in 10 ml of CH2Cl2, were added dropwise and the reaction mixture was stirred at 0° C. for 1 h and at room temperature overnight. The precipitated...